Dataset: the Open Reaction Database (ORD), a public repository of structured organic reaction records. Task: describe an organic reaction: reactants, conditions, products, and yield Starting materials: CN1CCCN(C1=O)C (DMPU), C(C)(C)[N-]C(C)C.[Li+] (lithium diisopropylamide), ClCCCC1(CC(CCC1)C(=O)OC)C(=O)OC (dimethyl 1-(3-chloropropyl)cyclohexane-1,3-dicarboxylate). The solvent is C1CCOC1 (THF), C1CCOC1 (THF). Conditions: temperature -78 celsius, time 30 minute. The product is C12(CCCC(CCC1)(C2)C(=O)OC)C(=O)OC (dimethyl bicyclo[3.3.1]nonane-1,5-dicarboxylate). The yield is 77.5%. As a reaction SMILES: C([N-]C(C)C)(C)C.[Li+].CN1C(=O)N(C)CCC1.Cl[CH2:19][CH2:20][CH2:21][C:22]1([C:32]([O:34][CH3:35])=[O:33])[CH2:27][CH2:26][CH2:25][CH:24]([C:28]([O:30][CH3:31])=[O:29])[CH2:23]1>C1COCC1>[C:24]12([C:28]([O:30][CH3:31])=[O:29])[CH2:23][C:22]([C:32]([O:34][CH3:35])=[O:33])([CH2:27][CH2:26][CH2:25]1)[CH2:21][CH2:20][CH2:19]2 |f:0.1|. Reported procedure: To a pre-cooled (−78° C.) solution of lithium diisopropylamide (27 mL, 54 mmol) in THF (80 mL) was added DMPU (30.2 g, 236 mol) dropwise, followed by an addition of dimethyl 1-(3-chloropropyl)cyclohexane-1,3-dicarboxylate (11.7 g, 44.7 mmol) in THF (50 mL) within 20 min. The reaction mixture was stirred for 30 min at −78° C. and then allowed to warm up to room temperature over a period of 1.5 h. After quenched with saturated ammonium chloride (100 mL), the mixture was concentrated under reduced ... Starting materials: C(C)(C)(C)OC(NC1=C(C=C(C(=C1)OCCOC)C(F)(F)F)NC(CC(=O)C1=CC(=CC=C1)C1=CC(=NC=C1)C)=O)=O ((5-(2-methoxy-ethoxy)-2-{3-[3-(2-methyl-pyridin-4-yl)-phenyl]-3-oxo-propionylamino}-4-trifluoromethyl-phenyl)-carbamic acid tert-butyl ester), C(=O)(C(F)(F)F)O (TFA). The solvent is C(Cl)Cl (CH2Cl2). Yields the product COCCOC1=CC2=C(NC(CC(=N2)C2=CC(=CC=C2)C2=CC(=NC=C2)C)=O)C=C1C(F)(F)F (7-(2-Methoxy-ethoxy)-4-[3-(2-methyl-pyridin-4-yl)-phenyl]-8-trifluoromethyl-1,3-dihydro-benzo[b][1,4]diazepin-2-one), solid. Isolated yield 72.0%. As a reaction SMILES: C(OC(=O)[NH:7][C:8]1[CH:13]=[C:12]([O:14][CH2:15][CH2:16][O:17][CH3:18])[C:11]([C:19]([F:22])([F:21])[F:20])=[CH:10][C:9]=1[NH:23][C:24](=[O:41])[CH2:25][C:26]([C:28]1[CH:33]=[CH:32][CH:31]=[C:30]([C:34]2[CH:39]=[CH:38][N:37]=[C:36]([CH3:40])[CH:35]=2)[CH:29]=1)=O)(C)(C)C.C(O)(C(F)(F)F)=O>C(Cl)Cl>[CH3:18][O:17][CH2:16][CH2:15][O:14][C:12]1[C:11]([C:19]([F:22])([F:21])[F:20])=[CH:10][C:9]2[NH:23][C:24](=[O:41])[CH2:25][C:26]([C:28]3[CH:33]=[CH:32][CH:31]=[C:30]([C:34]4[CH:39]=[CH:38][N:37]=[C:36]([CH3:40])[CH:35]=4)[CH:29]=3)=[N:7][C:8]=2[CH:13]=1. Procedure: The title compound was prepared from (5-(2-methoxy-ethoxy)-2-{3-[3-(2-methyl-pyridin-4-yl)-phenyl]-3-oxo-propionylamino}-4-trifluoromethyl-phenyl)-carbamic acid tert-butyl ester (Example M222) (340 mg, 0.58 mmol) by treatment with TFA in CH2Cl2 according to the general procedure N. Obtained as a light brown solid (196 mg, 72%). The reactants are CC1=C(C=C(OC2=NC=C(C=C2)[N+](=O)[O-])C=C1)OC(F)(F)F (2-[4-methyl-3-(trifluoromethoxy)phenoxy]-5-nitropyridine), CC1=C(C=C(OC2=NC=C(C=C2)[N+](=O)[O-])C=C1)OC(F)(F)F (2-[4-methyl-3-(trifluoromethoxy)phenoxy]-5-nitropyridine). The reagents and catalysts are [Pd] (Pd/C). Run in C1CCOC1 (THF). Run at time 18 hour. The product is CC1=C(C=C(OC2=CC=C(C=N2)N)C=C1)OC(F)(F)F (6-[4-methyl-3-(trifluoromethoxy)phenoxy]pyridin-3-amine). Isolated yield 88.4%. Reaction SMILES: [CH3:1][C:2]1[CH:17]=[CH:16][C:5]([O:6][C:7]2[CH:12]=[CH:11][C:10]([N+:13]([O-])=O)=[CH:9][N:8]=2)=[CH:4][C:3]=1[O:18][C:19]([F:22])([F:21])[F:20]>C1COCC1.[Pd]>[CH3:1][C:2]1[CH:17]=[CH:16][C:5]([O:6][C:7]2[N:8]=[CH:9][C:10]([NH2:13])=[CH:11][CH:12]=2)=[CH:4][C:3]=1[O:18][C:19]([F:21])([F:20])[F:22]. Procedure details: A suspension of 2-[4-methyl-3-(trifluoromethoxy)phenoxy]-5-nitropyridine (Intermediate 30, 594 mg, 1.89 mmol) and Pd/C 5% w/w (40 mg) in THF (3 mL) was hydrogenated under 5 bar of H2, at 35° C. for 18 hrs. The mixture was filtered to remove the catalyst, diluted with ethyl acetate (10 mL) and washed with an aqueous 13% solution of NaCl (10 mL). The organic layer, dried over Na2SO4, was evaporated to give the title compound (475 mg) as brown oil. The reactants are ClC=1C(=C(C=CC1)[C@H]1[C@@H](N[C@H]([C@]1(C#N)C1=C(C=C(C=C1)Cl)F)CC(C)(C)C)C(=O)NC1=C(C=C(C(=O)O)C=C1)OC)F (4-((2R,3S,4R,5S)-3-(3-chloro-2-fluorophenyl)-4-(4-chloro-2-fluorophenyl)-4-cyano-5-neopentylpyrrolidine-2-carboxamido)-3-methoxybenzoic acid), N,N′-carbonyldiimidazole, CN(CCO)C (N,N-dimethylethanolamine), [H-].[Na+] (sodium hydride). Run in O1CCCC1 (tetrahydrofuran), O1CCCC1 (tetrahydrofuran). Run at time 8 hour. Product: ClC=1C(=C(C=CC1)[C@H]1[C@@H](N[C@H]([C@]1(C#N)C1=C(C=C(C=C1)Cl)F)CC(C)(C)C)C(=O)NC1=C(C=C(C(=O)OCCN(C)C)C=C1)OC)F (2-(dimethylamino)ethyl 4-((2R,3S,4R,5S)-3-(3-chloro-2-fluorophenyl)-4-(4-chloro-2-fluorophenyl)-4-cyano-5-neopentylpyrrolidine-2-carboxamido)-3-methoxybenzoate). The yield is 86.2%. Reaction SMILES: [Cl:1][C:2]1[C:3]([F:42])=[C:4]([C@@H:8]2[C@:12]([C:15]3[CH:20]=[CH:19][C:18]([Cl:21])=[CH:17][C:16]=3[F:22])([C:13]#[N:14])[C@H:11]([CH2:23][C:24]([CH3:27])([CH3:26])[CH3:25])[NH:10][C@H:9]2[C:28]([NH:30][C:31]2[CH:39]=[CH:38][C:34]([C:35]([OH:37])=[O:36])=[CH:33][C:32]=2[O:40][CH3:41])=[O:29])[CH:5]=[CH:6][CH:7]=1.[CH3:43][N:44]([CH3:48])[CH2:45][CH2:46]O.[H-].[Na+]>O1CCCC1>[Cl:1][C:2]1[C:3]([F:42])=[C:4]([C@@H:8]2[C@:12]([C:15]3[CH:20]=[CH:19][C:18]([Cl:21])=[CH:17][C:16]=3[F:22])([C:13]#[N:14])[C@H:11]([CH2:23][C:24]([CH3:26])([CH3:27])[CH3:25])[NH:10][C@H:9]2[C:28]([NH:30][C:31]2[CH:39]=[CH:38][C:34]([C:35]([O:37][CH2:46][CH2:45][N:44]([CH3:48])[CH3:43])=[O:36])=[CH:33][C:32]=2[O:40][CH3:41])=[O:29])[CH:5]=[CH:6][CH:7]=1 |f:2.3|. Procedure details: A mixture of chiral 4-((2R,3S,4R,5S)-3-(3-chloro-2-fluorophenyl)-4-(4-chloro-2-fluorophenyl)-4-cyano-5-neopentylpyrrolidine-2-carboxamido)-3-methoxybenzoic acid (100.2 mg, 0.164 mmol) and N,N′-carbonyldiimidazole (68.8 mg, 0.424 mmol, Aldrich) in tetrahydrofuran (5 mL) was stirred at room temperature overnight. N,N-dimethylethanolamine (44.3 mg, 0.495 mmol, Aldrich) was added to a suspension of sodium hydride (12 mg, 0.475 mmol) in tetrahydrofuran (4 mL) and stirred at room temperature for 1 h. ... Yield: 99.6%. Reported procedure: To a mixture of rac-4-({[(2S,3S,4S)-2-(2,3-dichloro-phenyl)-3-(4-chloro-2-fluoro-phenyl)-3-cyano-4-(2,2-dimethyl-propyl)-pyrrolidine-1-carbonyl]-amino}-methyl)-benzoic acid methyl ester (44.2 mg, 0.07 mmol) in THF/MeOH (0.6 mL/0.2 mL) was added 4 N LiOH (0.2 mL), and the reaction mixture was stirred at rt overnight. The reaction mixture was concentrated and quenched with 2 NH2SO4, extracted with EtOAc, and washed with water, brine. The organic phase was separated, and dried over Na2SO4. The mixt... The solvent is C1CCOC1.CO (THF MeOH). Conditions: time 8 hour. Starting materials: COC(C1=CC=C(C=C1)CNC(=O)N1[C@@H]([C@@]([C@@H](C1)CC(C)(C)C)(C#N)C1=C(C=C(C=C1)Cl)F)C1=C(C(=CC=C1)Cl)Cl)=O (rac-4-({[(2S,3S,4S)-2-(2,3-dichloro-phenyl)-3-(4-chloro-2-fluoro-phenyl)-3-cyano-4-(2,2-dimethyl-propyl)-pyrrolidine-1-carbonyl]-amino}-methyl)-benzoic acid methyl ester), [Li+].[OH-] (LiOH). Yields the product ClC1=CC(=C(C=C1)[C@@]1([C@H](N(C[C@H]1CC(C)(C)C)C(=O)NCC1=CC=C(C(=O)O)C=C1)C1=C(C(=CC=C1)Cl)Cl)C#N)F (rac-4-({[(2S,3S,4S)-3-(4-chloro-2-fluoro-phenyl)-3-cyano-2-(2,3-dichloro-phenyl)-4-(2,2-dimethyl-propyl)-pyrrolidine-1-carbonyl]-amino}-methyl)-benzoic acid). As a reaction SMILES: C[O:2][C:3](=[O:42])[C:4]1[CH:9]=[CH:8][C:7]([CH2:10][NH:11][C:12]([N:14]2[CH2:18][C@@H:17]([CH2:19][C:20]([CH3:23])([CH3:22])[CH3:21])[C@@:16]([C:26]3[CH:31]=[CH:30][C:29]([Cl:32])=[CH:28][C:27]=3[F:33])([C:24]#[N:25])[C@H:15]2[C:34]2[CH:39]=[CH:38][CH:37]=[C:36]([Cl:40])[C:35]=2[Cl:41])=[O:13])=[CH:6][CH:5]=1.[Li+].[OH-]>C1COCC1.CO>[Cl:32][C:29]1[CH:30]=[CH:31][C:26]([C@@:16]2([C:24]#[N:25])[C@H:17]([CH2:19][C:20]([CH3:23])([CH3:21])[CH3:22])[CH2:18][N:14]([C:12]([NH:11][CH2:10][C:7]3[CH:8]=[CH:9][C:4]([C:3]([OH:42])=[O:2])=[CH:5][CH:6]=3)=[O:13])[C@@H:15]2[C:34]2[CH:39]=[CH:38][CH:37]=[C:36]([Cl:40])[C:35]=2[Cl:41])=[C:27]([F:33])[CH:28]=1 |f:1.2,3.4|.